From a dataset of the Open Reaction Database (ORD), a public repository of structured organic reaction records. describe an organic reaction: reactants, conditions, products, and yield Starting materials: BrCC1OCC2=C(O1)C=C(C=C2)S(=O)(=O)C (2-(bromomethyl)-7-(methylsulfonyl)-4H-1,3-benzodioxine), C(CC)N (propan-1-amine). The solvent is CCO (EtOH). Run at temperature 140 celsius. The product is CS(=O)(=O)C=1C=CC2=C(OC(OC2)CNCCC)C1 (N-{[7-(METHYLSULFONYL)-4H-1,3-BENZODIOXIN-2-YL]METHYL}PROPAN-1-AMINE). Yield: 120.4%. As a reaction SMILES: Br[CH2:2][CH:3]1[O:8][C:7]2[CH:9]=[C:10]([S:13]([CH3:16])(=[O:15])=[O:14])[CH:11]=[CH:12][C:6]=2[CH2:5][O:4]1.[CH2:17]([NH2:20])[CH2:18][CH3:19]>CCO>[CH3:16][S:13]([C:10]1[CH:11]=[CH:12][C:6]2[CH2:5][O:4][CH:3]([CH2:2][NH:20][CH2:17][CH2:18][CH3:19])[O:8][C:7]=2[CH:9]=1)(=[O:15])=[O:14]. Reported procedure: A mixture of 2-(bromomethyl)-7-(methylsulfonyl)-4H-1,3-benzodioxine (0.50 g, 1.63 mmol), propan-1-amine (2.0 ml, 24.3 mmol), EtOH (3.0 ml) was heated in a micro wave oven at 140° C. for 30 min. The mixture was evaporated to dryness. The residue was chromathographed on a silica column using EtOAc:MeOH (5:1) as eluent, affording the title compound as a light-yellow solid (0.56 g). The product was washed with several portions of ethyl acetate to give a pure white powder as the title compound (0.43 ...